Dataset: the Open Reaction Database (ORD), a public repository of structured organic reaction records. Task: describe an organic reaction: reactants, conditions, products, and yield Starting materials: CCc1ccc2c(Cl)ccnc2n1, Cc1ccc(Sc2ccc(O)cc2)c(N)c1. Product: Cl, CCc1ccc2c(Nc3cc(C)ccc3Sc3ccc(O)cc3)ccnc2n1. RXN SMILES: [Cl:17][c:18]1[c:19]2[cH:20][cH:21][c:22]([CH2:28][CH3:29])[n:23][c:24]2[n:25][cH:26][cH:27]1.[NH2:1][c:2]1[c:3]([S:9][c:10]2[cH:11][cH:12][c:13]([OH:16])[cH:14][cH:15]2)[cH:4][cH:5][c:6]([CH3:8])[cH:7]1>>[ClH:17].[NH:1]([c:2]1[c:3]([S:9][c:10]2[cH:11][cH:12][c:13]([OH:16])[cH:14][cH:15]2)[cH:4][cH:5][c:6]([CH3:8])[cH:7]1)[c:18]1[c:19]2[cH:20][cH:21][c:22]([CH2:28][CH3:29])[n:23][c:24]2[n:25][cH:26][cH:27]1.